Dataset: the Open Reaction Database (ORD), a public repository of structured organic reaction records. Task: describe an organic reaction: reactants, conditions, products, and yield The reactants are ClC1=CC=C(C(=C1CN([C@@H](CC(C)(C)C)CN(C)C)CC=1C=C(CN2S(CCC2C(=O)O)(=O)=O)C=CC1)F)OC (2-(3-{[(6-chloro-2-fluoro-3-methoxy-benzyl)-((S)-1dimethylaminomethyl-3,3-dimethyl-butyl)-amino]-methyl}-benzyl)-1,1-dioxo-1λ6-isothiazolidine-3-carboxylic acid), ClC1=CC=C(C(=C1CN([C@@H](CC(C)(C)C)CN(C)C)CC=1C=C(CN2S(CCC2C(=O)O)(=O)=O)C=CC1)F)OC (2-(3-{[(6-chloro-2-fluoro-3-methoxy-benzyl)-((S)-1dimethylaminomethyl-3,3-dimethyl-butyl)-amino]-methyl}-benzyl)-1,1-dioxo-1λ6-isothiazolidine-3-carboxylic acid), C12(CC3CC(CC(C1)C3)C2)N (1-adamantanamine). The product is C12(CC3CC(CC(C1)C3)C2)NC(=O)[C@H]2N(S(CC2)(=O)=O)CC2=CC(=CC=C2)CN([C@@H](CC(C)(C)C)CN(C)C)CC2=C(C(=CC=C2Cl)OC)F ((S)-2-(3-{[(6-Chloro-2-fluoro-3-methoxy-benzyl)-((S)-1-dimethylaminomethyl-3,3-dimethyl-butyl)-amino]-methyl}-benzyl)-1,1-dioxo-1λ6-isothiazolidine-3-carboxylic acid adamantan-1-ylamide). The yield is 62.0%. RXN SMILES: [Cl:1][C:2]1[C:7]([CH2:8][N:9]([CH2:20][C:21]2[CH:22]=[C:23]([CH:35]=[CH:36][CH:37]=2)[CH2:24][N:25]2[CH:29]([C:30](O)=[O:31])[CH2:28][CH2:27][S:26]2(=[O:34])=[O:33])[C@H:10]([CH2:16][N:17]([CH3:19])[CH3:18])[CH2:11][C:12]([CH3:15])([CH3:14])[CH3:13])=[C:6]([F:38])[C:5]([O:39][CH3:40])=[CH:4][CH:3]=1.[C:41]12([NH2:51])[CH2:50][CH:45]3[CH2:46][CH:47]([CH2:49][CH:43]([CH2:44]3)[CH2:42]1)[CH2:48]2>>[C:41]12([NH:51][C:30]([C@@H:29]3[CH2:28][CH2:27][S:26](=[O:33])(=[O:34])[N:25]3[CH2:24][C:23]3[CH:35]=[CH:36][CH:37]=[C:21]([CH2:20][N:9]([CH2:8][C:7]4[C:2]([Cl:1])=[CH:3][CH:4]=[C:5]([O:39][CH3:40])[C:6]=4[F:38])[C@H:10]([CH2:16][N:17]([CH3:19])[CH3:18])[CH2:11][C:12]([CH3:14])([CH3:15])[CH3:13])[CH:22]=3)=[O:31])[CH2:48][CH:47]3[CH2:46][CH:45]([CH2:44][CH:43]([CH2:49]3)[CH2:42]1)[CH2:50]2. Procedure details: (S)-2-(3-{[(6-Chloro-2-fluoro-3-methoxy-benzyl)-((S)-1 dimethylaminomethyl-3,3-dimethyl-butyl)-amino]-methyl}-benzyl)-1,1-dioxo-1λ6-isothiazolidine-3-carboxylic acid (Intermediate 7 (Epimer 1), 0.071 g, 0.119 mmol) was reacted with 1-adamantanamine (available from Aldrich Chemical Company, Inc., 1001 West Saint Paul Avenue, Milwaukee, Wis. 53233, USA; 0.022 g, 0.144 mmol) to form (S)-2-(3-{[(6-Chloro-2-fluoro-3-methoxy-benzyl)-((S)-1-dimethylaminomethyl-3,3-dimethyl-butyl)-amino]-methyl}-benzyl)...